Dataset: the Open Reaction Database (ORD), a public repository of structured organic reaction records. Task: describe an organic reaction: reactants, conditions, products, and yield Starting materials: CC(=O)OCC1=C(N2[C@@H]([C@@H](C2=O)N)SC1)C(=O)O (7-ACA), SC1=NN=C(S1)CC(=O)N (5-mercapto-1,3,4-thiadiazol-2-ylacetamide). Yields the product NC1[C@@H]2N(C(=C(CS2)CSC2=NN=C(S2)CC(N)=O)C(=O)O)C1=O (7-Amino-3-(2-carbamoylmethyl-1,3,4-thiadiazol-5-ylthio) methylceph-3-em-4-carboxylic acid). Yield: 69.8%. As a reaction SMILES: CC(O[CH2:5][C:6]1[CH2:15][S:14][C@@H:9]2[C@H:10]([NH2:13])[C:11](=[O:12])[N:8]2[C:7]=1[C:16]([OH:18])=[O:17])=O.[SH:19][C:20]1[S:24][C:23]([CH2:25][C:26]([NH2:28])=[O:27])=[N:22][N:21]=1>>[NH2:13][CH:10]1[C:11](=[O:12])[N:8]2[C:7]([C:16]([OH:18])=[O:17])=[C:6]([CH2:5][S:19][C:20]3[S:24][C:23]([CH2:25][C:26](=[O:27])[NH2:28])=[N:22][N:21]=3)[CH2:15][S:14][C@H:9]12. Procedure details: 7-ACA and 5-mercapto-1,3,4-thiadiazol-2-ylacetamide were reacted as described in example 23a to give the title compound in 69.8% yield; δ(CF3CO2H) 3.93 (2H,s, C2 methylene), 4.63 (2H,s, --CH2CO--), 4.82 (2H,bs, --CH2S--), 5.47 (2H,s, β-lactam protons), 7.2-7.8 (2H,m, --CONH2). The reactants are O=C(Cl)c1ccnc(Cl)c1, NS(=O)(=O)c1ccc(Cl)cc1C(F)(F)F, Cl, c1ccncc1. Product: O=C(NS(=O)(=O)c1ccc(Cl)cc1C(F)(F)F)c1ccnc(Cl)c1. Reaction SMILES: [Cl:16][c:17]1[cH:18][c:19]([C:20](=[O:21])[Cl:22])[cH:23][cH:24][n:25]1.[Cl:1][c:2]1[cH:3][c:4]([C:12]([F:13])([F:14])[F:15])[c:5]([S:8](=[O:9])(=[O:10])[NH2:11])[cH:6][cH:7]1.[ClH:26].[cH:27]1[cH:28][cH:29][n:30][cH:31][cH:32]1>>[Cl:1][c:2]1[cH:3][c:4]([C:12]([F:13])([F:14])[F:15])[c:5]([S:8](=[O:9])(=[O:10])[NH:11][C:20]([c:19]2[cH:18][c:17]([Cl:16])[n:25][cH:24][cH:23]2)=[O:21])[cH:6][cH:7]1. Starting materials: Cl (HCl), OC1=C(C=C(C=C1I)C(=O)C1=CC(=C(C(=C1)I)O)I)I (bis-(4-hydroxy-3,5-diiodophenyl)-methanone), BrCC(=O)OCC1=CC=CC=C1 (benzyl 2-bromoacetate), C([O-])([O-])=O.[Cs+].[Cs+] (cesium carbonate). Run in CC(=O)N(C)C (DMAc). The product is C(C1=CC=CC=C1)OC(COC1=C(C=C(C=C1I)C(C1=CC(=C(C(=C1)I)O)I)=O)I)=O ([4-(4-Hydroxy-3,5-diiodobenzoyl)-2,6-diiodo-phenoxy]-acetic Acid Benzyl Ester). Isolated yield 2.3%. RXN SMILES: [OH:1][C:2]1[C:7]([I:8])=[CH:6][C:5]([C:9]([C:11]2[CH:16]=[C:15]([I:17])[C:14]([OH:18])=[C:13]([I:19])[CH:12]=2)=[O:10])=[CH:4][C:3]=1[I:20].Br[CH2:22][C:23]([O:25][CH2:26][C:27]1[CH:32]=[CH:31][CH:30]=[CH:29][CH:28]=1)=[O:24].C(=O)([O-])[O-].[Cs+].[Cs+].Cl>CC(N(C)C)=O>[CH2:26]([O:25][C:23](=[O:24])[CH2:22][O:1][C:2]1[C:3]([I:20])=[CH:4][C:5]([C:9](=[O:10])[C:11]2[CH:12]=[C:13]([I:19])[C:14]([OH:18])=[C:15]([I:17])[CH:16]=2)=[CH:6][C:7]=1[I:8])[C:27]1[CH:32]=[CH:31][CH:30]=[CH:29][CH:28]=1 |f:2.3.4|. Reported procedure: A solution of bis-(4-hydroxy-3,5-diiodophenyl)-methanone (prepared according to Example 9, 3.59 g, 5.0 mmol) and benzyl 2-bromoacetate (1.15 g, 5.0 mmol) in 20 mL DMAc was stirred with cesium carbonate (3.3 g, 10 mmol) for 14 hours. Next was added 1 M HCl, and a yellow oil formed along with a hazy white precipitate. The precipitate was isolated by filtration and was recrystallized from hot isopropanol/chloroform, yielding the title compound as colorless crystals (98 mg, 2.2%). No attempt was mad... Starting materials: COCOC1=CC=C(C=C1)/C(=C/C(=O)NCC=1C=NC=CC1)/C ((E)-3-[4-(methoxymethoxy)phenyl]-N-(3-pyridylmethyl)-2-buteneamide), Cl (hydrochloric acid). Solvent: CO (methanol). Yields the product OC1=CC=C(C=C1)/C(=C/C(=O)NCC=1C=NC=CC1)/C ((E)-3-(4-hydroxyphenyl)-N-(3-pyridylmethyl)-2-buteneamide). Yield: 69.6%. Reaction SMILES: COC[O:4][C:5]1[CH:10]=[CH:9][C:8](/[C:11](/[CH3:23])=[CH:12]/[C:13]([NH:15][CH2:16][C:17]2[CH:18]=[N:19][CH:20]=[CH:21][CH:22]=2)=[O:14])=[CH:7][CH:6]=1.Cl>CO>[OH:4][C:5]1[CH:10]=[CH:9][C:8](/[C:11](/[CH3:23])=[CH:12]/[C:13]([NH:15][CH2:16][C:17]2[CH:18]=[N:19][CH:20]=[CH:21][CH:22]=2)=[O:14])=[CH:7][CH:6]=1. Reported procedure: 1.94 g of (E)-3-[4-(methoxymethoxy)phenyl]-N-(3-pyridylmethyl)-2-buteneamide was dissolved in 38 ml methanol and stirred with 1.9 ml of concentrated hydrochloric acid at room temperature for 8 hours. The reaction mixture was extracted with ethyl acetate and water, and the aqueous layer was further extracted with ethyl acetate. The combined ethyl acetate layers were washed with water and brine, and dried over anhydrous magnesium sulfate. The drying agent was filtered off and the solvent was evapo... Starting materials: C(C1=CC=CC=C1)OC1=C(C=CC=C1C1=CC=CC=C1)C1=CC(=CC=C1)C(C)(O)C1=C(C=CC=C1)OC (1-(2′-(Benzyloxy)-3′-phenybiphenyl-3-yl)-1-(2-methoxyphenyl)ethanol), C1(=CC=C(C=C1)S(=O)(=O)O)C (p-toluenesulfonic acid). The solvent is C(C)(=O)OCC (ethyl acetate), C1(=CC=CC=C1)C (toluene). The product is C(C1=CC=CC=C1)OC1=C(C=CC=C1C1=CC=CC=C1)C1=CC(=CC=C1)C(=C)C1=C(C=CC=C1)OC (2-(Benzyloxy)-3-phenyl-3′-(1-(2-methoxyphenyl)vinyl)biphenyl). The yield is 0.1%. As a reaction SMILES: [CH2:1]([O:8][C:9]1[C:14]([C:15]2[CH:20]=[CH:19][CH:18]=[CH:17][CH:16]=2)=[CH:13][CH:12]=[CH:11][C:10]=1[C:21]1[CH:26]=[CH:25][CH:24]=[C:23]([C:27]([C:30]2[CH:35]=[CH:34][CH:33]=[CH:32][C:31]=2[O:36][CH3:37])(O)[CH3:28])[CH:22]=1)[C:2]1[CH:7]=[CH:6][CH:5]=[CH:4][CH:3]=1.C1(C)C=CC(S(O)(=O)=O)=CC=1>C1(C)C=CC=CC=1.C(OCC)(=O)C>[CH2:1]([O:8][C:9]1[C:14]([C:15]2[CH:20]=[CH:19][CH:18]=[CH:17][CH:16]=2)=[CH:13][CH:12]=[CH:11][C:10]=1[C:21]1[CH:26]=[CH:25][CH:24]=[C:23]([C:27]([C:30]2[CH:35]=[CH:34][CH:33]=[CH:32][C:31]=2[O:36][CH3:37])=[CH2:28])[CH:22]=1)[C:2]1[CH:3]=[CH:4][CH:5]=[CH:6][CH:7]=1. Procedure: A solution of crude 33 (3.96 mol) in toluene (150 mL) was treated with p-toluenesulfonic acid (100 mg) and refluxed under a Dean-Stark trap for 3 hr. After cooling, the reaction mixture was diluted with ethyl acetate (80 mL) and washed with saturated sodium bicarbonate (80 mL) and water (2×80 mL). The organic extract was dried over sodium sulfate and filtered. The solvent was removed in a rotary evaporator and the crude product was purified by chromatography on silica (80 g) with 2% ethyl acetat... The reactants are CC(C)(C)OC(=O)c1ccc(CBr)cc1, CCCCCC, CCOC(C)=O, CCNC1(c2ccccc2Cl)C(=O)Nc2ccc(Cl)cc21. Yields the product CCNC1(c2ccccc2Cl)C(=O)N(Cc2ccc(C(=O)OC(C)(C)C)cc2)c2ccc(Cl)cc21. Reaction SMILES: [Br:22][CH2:23][c:24]1[cH:25][cH:26][c:27]([C:28](=[O:29])[O:30][C:31]([CH3:32])([CH3:33])[CH3:34])[cH:35][cH:36]1.[CH3:37][CH2:38][CH2:39][CH2:40][CH2:41][CH3:42].[CH3:43][CH2:44][O:45][C:46]([CH3:47])=[O:48].[Cl:1][c:2]1[cH:3][c:4]2[c:8]([cH:9][cH:10]1)[NH:7][C:6](=[O:11])[C:5]2([NH:12][CH2:13][CH3:14])[c:15]1[c:16]([Cl:21])[cH:17][cH:18][cH:19][cH:20]1>>[Cl:1][c:2]1[cH:3][c:4]2[c:8]([cH:9][cH:10]1)[N:7]([CH2:23][c:24]1[cH:25][cH:26][c:27]([C:28](=[O:29])[O:30][C:31]([CH3:32])([CH3:33])[CH3:34])[cH:35][cH:36]1)[C:6](=[O:11])[C:5]2([NH:12][CH2:13][CH3:14])[c:15]1[c:16]([Cl:21])[cH:17][cH:18][cH:19][cH:20]1. Reactants: C(C)OC(=O)C=1N=CN2C1C(NC1=CC=CC=C21)=O (4-Oxo-4,5-dihydroimidazo[1,5-a]quinoxaline 3-carboxylic acid ethyl ester), P(=O)(Cl)(Cl)Cl (phosphorus oxychloride). Yields the product C(C)OC(=O)C=1N=CN2C1C(=NC1=CC=CC=C21)Cl (4-Chloroimidazo[1,5-a]quinoxaline 3-carboxylic acid ethyl ester). Yield: 47.0%. RXN SMILES: [CH2:1]([O:3][C:4]([C:6]1[N:7]=[CH:8][N:9]2[C:18]3[C:13](=[CH:14][CH:15]=[CH:16][CH:17]=3)[NH:12][C:11](=O)[C:10]=12)=[O:5])[CH3:2].P(Cl)(Cl)([Cl:22])=O>>[CH2:1]([O:3][C:4]([C:6]1[N:7]=[CH:8][N:9]2[C:18]3[C:13](=[CH:14][CH:15]=[CH:16][CH:17]=3)[N:12]=[C:11]([Cl:22])[C:10]=12)=[O:5])[CH3:2]. Procedure: 4-Oxo-4,5-dihydroimidazo[1,5-a]quinoxaline 3-carboxylic acid ethyl ester (9 g) was suspended in 200 ml of phosphorus oxychloride and the mixture was heated with stirring until it became a clear solution. After cooling to room temperature, the solution was concentrated under vacuum. The residual oil was taken up in chloroform and was put through a short silica gel dry column (chloroform as eluant). The product was obtained from column as an off-white colored solid (4.5 g, 47% yield), m.p. 128°-13... The reactants are CO, CC(C)(CC(O)(CO)C(F)(F)F)c1cccc2c1OCC2. The product is CC(C)(CC(=O)C(F)(F)F)c1cccc2c1OCC2. Reaction SMILES: [CH3:22][OH:23].[O:1]1[CH2:2][CH2:3][c:4]2[c:5]1[c:6]([C:10]([CH2:11][C:12]([CH2:13][OH:14])([OH:15])[C:16]([F:17])([F:18])[F:19])([CH3:20])[CH3:21])[cH:7][cH:8][cH:9]2>>[O:1]1[CH2:2][CH2:3][c:4]2[c:5]1[c:6]([C:10]([CH2:11][C:12](=[O:15])[C:16]([F:17])([F:18])[F:19])([CH3:20])[CH3:21])[cH:7][cH:8][cH:9]2. The reactants are C(C)S(=O)(=O)CC=1C=C(C=CC1)NC(C)=O (N-(3-(ethylsulfonylmethyl)phenyl)acetamide), OS(=O)(=O)Cl (HOSO2Cl). The solvent is C(Cl)Cl (DCM). Reaction conditions: time 3 hour. Yields the product C(C)(=O)NC1=CC(=C(C=C1)S(=O)(=O)Cl)CS(=O)(=O)CC (4-acetamido-2-(ethylsulfonylmethyl)benzene-1-sulfonyl chloride). Isolated yield 58.9%. Reaction SMILES: [CH2:1]([S:3]([CH2:6][C:7]1[CH:8]=[C:9]([NH:13][C:14](=[O:16])[CH3:15])[CH:10]=[CH:11][CH:12]=1)(=[O:5])=[O:4])[CH3:2].[OH:17][S:18]([Cl:21])(=O)=[O:19]>C(Cl)Cl>[C:14]([NH:13][C:9]1[CH:10]=[CH:11][C:12]([S:18]([Cl:21])(=[O:19])=[O:17])=[C:7]([CH2:6][S:3]([CH2:1][CH3:2])(=[O:4])=[O:5])[CH:8]=1)(=[O:16])[CH3:15]. Reported procedure: To N-(3-(ethylsulfonylmethyl)phenyl)acetamide (1 g, 4 mmol) was added HOSO2Cl (4.8 g) dropwise at 0° C. The mixture was stirred at r.t. for 3 hrs. The reaction mixture was diluted with DCM and washed with water, the organics was dried over Na2SO4, concentrated under reduced pressure to give 4-acetamido-2-(ethylsulfonylmethyl)benzene-1-sulfonyl chloride (0.8 g, yield 57%). Reactants: [Cr](=O)(=O)([O-])Cl.[NH+]1=CC=CC=C1 (pyridinium chlorochromate), C(C)(=O)[O-].[Na+] (sodium acetate), OCCCCC1=CC=C(C(=O)OC)C=C1 (methyl 4-(4-hydroxybutyl)benzoate). Run in C(Cl)Cl (methylene chloride), C(Cl)Cl (methylene chloride), C(C)OCC (diethyl ether). Product: C(=O)(OC)C1=CC=C(C=C1)CCCC=O (4-(4-carbomethoxyphenyl)-butanal). As a reaction SMILES: [Cr](Cl)([O-])(=O)=O.[NH+]1C=CC=CC=1.C([O-])(=O)C.[Na+].[OH:17][CH2:18][CH2:19][CH2:20][CH2:21][C:22]1[CH:31]=[CH:30][C:25]([C:26]([O:28][CH3:29])=[O:27])=[CH:24][CH:23]=1>C(Cl)Cl.C(OCC)C>[C:26]([C:25]1[CH:30]=[CH:31][C:22]([CH2:21][CH2:20][CH2:19][CH:18]=[O:17])=[CH:23][CH:24]=1)([O:28][CH3:29])=[O:27] |f:0.1,2.3|. Procedure details: To mixture of 4.19 g (1.5 eq) of pyridinium chlorochromate and 1.76 g (1.0 eq) of sodium acetate in 100 mL of dry methylene chloride are added, under nitrogen and with stirring, 2.70 g 1.0 eq) of methyl 4-(4-hydroxybutyl)benzoate in 50 mL of dry methylene chloride. The reaction mixture is stirred 12 hours, diluted with diethyl ether, and filtered. After concentration at reduced pressure, the residue is distilled under vacuum to yield 4-(4-carbomethoxyphenyl)-butanal as an oil, b.p. 131° C. at <1...